Dataset: the Open Reaction Database (ORD), a public repository of structured organic reaction records. Task: describe an organic reaction: reactants, conditions, products, and yield Reactants: CC#N, Cl, [Na+], [OH-], CC(C)(C)OC(=O)N1CCC(CC(O)c2c3c(nn2-c2ccccc2)c(=O)[nH]c2ccccc23)CC1. The product is O=c1[nH]c2ccccc2c2c(C(O)CC3CCNCC3)n(-c3ccccc3)nc12. As a reaction SMILES: [CH3:40][C:41]#[N:42].[ClH:37].[Na+:39].[OH-:38].[OH:1][CH:2]([CH2:3][CH:4]1[CH2:5][CH2:6][N:7]([C:10]([O:11][C:12]([CH3:13])([CH3:14])[CH3:15])=[O:16])[CH2:8][CH2:9]1)[c:17]1[n:18](-[c:31]2[cH:32][cH:33][cH:34][cH:35][cH:36]2)[n:19][c:20]2[c:21](=[O:30])[nH:22][c:23]3[cH:24][cH:25][cH:26][cH:27][c:28]3[c:29]12>>[OH:1][CH:2]([CH2:3][CH:4]1[CH2:5][CH2:6][NH:7][CH2:8][CH2:9]1)[c:17]1[n:18](-[c:31]2[cH:32][cH:33][cH:34][cH:35][cH:36]2)[n:19][c:20]2[c:21](=[O:30])[nH:22][c:23]3[cH:24][cH:25][cH:26][cH:27][c:28]3[c:29]12.